This data is from the Open Reaction Database (ORD), a public repository of structured organic reaction records. The task is: describe an organic reaction: reactants, conditions, products, and yield Starting materials: BrBr (Br2), [OH-].[Na+] (NaOH), BrC1=C(C=CC(=C1)OC)C(C)=O (1-(2-Bromo-4-methoxyphenyl)ethanone). The solvent is OS(=O)[O-].[Na+] (NaHSO3). Run at temperature 36 celsius, time 17 hour. Yields the product BrC1=C(C(=O)O)C=CC(=C1)OC (2-Bromo-4-methoxybenzoic Acid). The yield is 68.0%. RXN SMILES: BrBr.[OH-:3].[Na+].[Br:5][C:6]1[CH:11]=[C:10]([O:12][CH3:13])[CH:9]=[CH:8][C:7]=1[C:14](=[O:16])C>OS([O-])=O.[Na+]>[Br:5][C:6]1[CH:11]=[C:10]([O:12][CH3:13])[CH:9]=[CH:8][C:7]=1[C:14]([OH:16])=[O:3] |f:1.2,4.5|. Procedure details: Br2 (8.5 mL, 165.89 mmol) is added dropwise to 20% NaOH (97 mL) at 0-10° C. in a 15-min period. The resulting solution is warmed to room temperature before 1-(2-bromo-4-methoxyphenyl)ethanone (2) (9.50 g, 41.47 mmol) is added. The mixture is stirred at 36° C. for 29 h and at room temperature for 17 h, diluted with 0.5 M NaHSO3 (25 mL), and extracted with ether (100 mL and 70 mL). The aqueous layer is acidified with conc. HCl (30 mL) to give 6.56 g (68%) of 3 as a white solid, mp 195-197° C. IR 2... Starting materials: OC1=CC=C(C(=O)O)C=C1 (4-Hydroxybenzoic acid), Cl.CN(CCCN=C=NCC)C (N-(3-dimethylaminopropyl)-N′-ethylcarbodiimide hydrochloride), ClC1=CC=C(C=C1)C1NCCC2=C1C=CS2 (4-(4-chlorophenyl)4,5,6,7-tetrahydro-thieno[3,2-c]pyridine), ON1N=NC2=C1C=CC=C2 (1-hydroxybenzotriazole), C(C)(C)N(C(C)C)CC (N,N-diisopropylethylamine). The solvent is O (Water), CN(C=O)C (N,N-dimethylformamide). Reaction conditions: time 16 hour. The product is 9, ClC1=CC=C(C=C1)C1N(CCC2=C1C=CS2)C(=O)C2=CC=C(C=C2)O ([4-(4-Chlorophenyl)-4,5,6,7-tetrahydro-thieno[3,2-c]pyridin-5-yl]-(4-hydroxyphenyl)methanone). Yield: 100.0%. RXN SMILES: [OH:1][C:2]1[CH:10]=[CH:9][C:5]([C:6]([OH:8])=O)=[CH:4][CH:3]=1.ON1C2C=CC=CC=2N=N1.Cl.CN(C)CCCN=C=NCC.[Cl:33][C:34]1[CH:39]=[CH:38][C:37]([CH:40]2[C:45]3[CH:46]=[CH:47][S:48][C:44]=3[CH2:43][CH2:42][NH:41]2)=[CH:36][CH:35]=1.C(N(CC)C(C)C)(C)C>CN(C)C=O.O>[Cl:33][C:34]1[CH:35]=[CH:36][C:37]([CH:40]2[C:45]3[CH:46]=[CH:47][S:48][C:44]=3[CH2:43][CH2:42][N:41]2[C:6]([C:5]2[CH:4]=[CH:3][C:2]([OH:1])=[CH:10][CH:9]=2)=[O:8])=[CH:38][CH:39]=1 |f:2.3|. Reported procedure: 4-Hydroxybenzoic acid (1.3 g, 9.6 mmol) was dissolved in N,N-dimethylformamide (25 ml) and 1-hydroxybenzotriazole (1.3 g, 9.6 mmol) was added followed by N-(3-dimethylaminopropyl)-N′-ethylcarbodiimide hydrochloride (1.8 g, 9.6 mmol), 4-(4-chlorophenyl)4,5,6,7-tetrahydro-thieno[3,2-c]pyridine (2.0 g, 8 mmol) and N,N-diisopropylethylamine (2.5 ml, 16 mmol). The resulting mixture was stirred at room temperature for 16 hours. Water (200 ml) was added and the mixture was extracted with diethyl ether ... Reactants: Cc1ccccc1, CC1(C)C(C=C(Cl)C(F)(F)F)C1C(=O)Cl, c1ccncc1, OC1Cc2cccc(-c3cccs3)c2C1. Product: CC1(C)C(C=C(Cl)C(F)(F)F)C1C(=O)OC1Cc2cccc(-c3cccs3)c2C1. As a reaction SMILES: [CH3:37][c:38]1[cH:39][cH:40][cH:41][cH:42][cH:43]1.[Cl:22][C:23](=[CH:24][CH:25]1[C:26]([CH3:31])([CH3:32])[CH:27]1[C:28](=[O:29])[Cl:30])[C:33]([F:34])([F:35])[F:36].[cH:16]1[cH:17][cH:18][n:19][cH:20][cH:21]1.[s:1]1[c:2](-[c:6]2[c:7]3[c:11]([cH:12][cH:13][cH:14]2)[CH2:10][CH:9]([OH:15])[CH2:8]3)[cH:3][cH:4][cH:5]1>>[s:1]1[c:2](-[c:6]2[c:7]3[c:11]([cH:12][cH:13][cH:14]2)[CH2:10][CH:9]([O:15][C:28]([CH:27]2[CH:25]([CH:24]=[C:23]([Cl:22])[C:33]([F:34])([F:35])[F:36])[C:26]2([CH3:31])[CH3:32])=[O:29])[CH2:8]3)[cH:3][cH:4][cH:5]1. Reactants: [BH4-], COC(=O)c1ccc2c(C3CCCCC3)c3n(c2c1)CC(C=CC(=O)OC(C)(C)C)COc1ccccc1-3, CO, Cl[Co]Cl, Cl[Co]Cl, [Na+], O, O, O, O, O, O. The product is COC(=O)c1ccc2c(C3CCCCC3)c3n(c2c1)CC(CCC(=O)OC(C)(C)C)COc1ccccc1-3. As a reaction SMILES: [BH4-:39].[C:1]([CH3:2])([CH3:3])([CH3:4])[O:5][C:6]([CH:7]=[CH:8][CH:9]1[CH2:10][O:11][c:12]2[c:13]([cH:34][cH:35][cH:36][cH:37]2)-[c:14]2[n:15]([c:17]3[cH:18][c:19]([C:30](=[O:31])[O:32][CH3:33])[cH:20][cH:21][c:22]3[c:23]2[CH:24]2[CH2:25][CH2:26][CH2:27][CH2:28][CH2:29]2)[CH2:16]1)=[O:38].[CH3:41][OH:42].[Co:49]([Cl:50])[Cl:51].[Co:52]([Cl:53])[Cl:54].[Na+:40].[OH2:43].[OH2:44].[OH2:45].[OH2:46].[OH2:47].[OH2:48]>>[C:1]([CH3:2])([CH3:3])([CH3:4])[O:5][C:6]([CH2:7][CH2:8][CH:9]1[CH2:10][O:11][c:12]2[c:13]([cH:34][cH:35][cH:36][cH:37]2)-[c:14]2[n:15]([c:17]3[cH:18][c:19]([C:30](=[O:31])[O:32][CH3:33])[cH:20][cH:21][c:22]3[c:23]2[CH:24]2[CH2:25][CH2:26][CH2:27][CH2:28][CH2:29]2)[CH2:16]1)=[O:38]. The reactants are OC=1C=C(C(=O)[O-])C=C(C1)O.[K+] (potassium 3,5-dihydroxybenzoate), C(=C)C(C1=CC=CC=C1)Cl (vinylbenzyl chloride), CS(=O)C (dimethylsulfoxide). Run in O (water). Product: OC=1C=C(C(=O)OC(C2=CC=CC=C2)C=C)C=C(C1)O (vinylbenzyl 3,5-dihydroxybenzoate). Isolated yield 83.6%. RXN SMILES: [OH:1][C:2]1[CH:3]=[C:4]([CH:8]=[C:9]([OH:11])[CH:10]=1)[C:5]([O-:7])=[O:6].[K+].[CH:13]([CH:15](Cl)[C:16]1[CH:21]=[CH:20][CH:19]=[CH:18][CH:17]=1)=[CH2:14].CS(C)=O>O>[OH:1][C:2]1[CH:3]=[C:4]([CH:8]=[C:9]([OH:11])[CH:10]=1)[C:5]([O:7][CH:15]([CH:13]=[CH2:14])[C:16]1[CH:21]=[CH:20][CH:19]=[CH:18][CH:17]=1)=[O:6] |f:0.1|. Reported procedure: 129.4 g of potassium 3,5-dihydroxybenzoate and 102.7 g of vinylbenzyl chloride were added to 700 ml of dimethylsulfoxide and stirred and reacted at 40° C. for 4 days. Then, 1,500 ml of water was added thereto, and the resulting mixture was extracted with 500 ml of ethyl acetate. After distilling off ethyl acetate, recrystallization of the residue from an ethyl acetate-toluene mixture solvent yielded 152 g of vinylbenzyl 3,5-dihydroxybenzoate (m.p. 117°-119° C.).